From a dataset of the Open Reaction Database (ORD), a public repository of structured organic reaction records. describe an organic reaction: reactants, conditions, products, and yield Reactants: N1C(NCCCCC1)=S (hexahydro-1,3-diazocine-2(1H)-thione), BrC(C(=O)C1=CC=CC=C1)C1=CC=CC=C1 (2-bromo-2-phenylacetophenone). Solvent: CC(=O)C (acetone), CC(=O)C (acetone). Product: Br.C1(=CC=CC=C1)C1C(N2C(=NCCCCC2)S1)(O)C1=CC=CC=C1 (2,3,6,7,8,9-Hexahydro-2,3-diphenyl-5H-thiazolo-[3,2-a][1,3]diazocin-3-ol, hydrobromide). Reaction SMILES: [NH:1]1[CH2:8][CH2:7][CH2:6][CH2:5][CH2:4][NH:3][C:2]1=[S:9].[Br:10][CH:11]([C:20]1[CH:25]=[CH:24][CH:23]=[CH:22][CH:21]=1)[C:12]([C:14]1[CH:19]=[CH:18][CH:17]=[CH:16][CH:15]=1)=[O:13]>CC(C)=O>[BrH:10].[C:20]1([CH:11]2[S:9][C:2]3=[N:3][CH2:4][CH2:5][CH2:6][CH2:7][CH2:8][N:1]3[C:12]2([C:14]2[CH:19]=[CH:18][CH:17]=[CH:16][CH:15]=2)[OH:13])[CH:21]=[CH:22][CH:23]=[CH:24][CH:25]=1 |f:3.4|. Procedure: A 2.16 g. portion of hexahydro-1,3-diazocine-2(1H)-thione is dissolved in 800 ml. of hot acetone. The solution is clarified and then stirred as 4.2 g. of 2-bromo-2-phenylacetophenone in 50 ml. of acetone is added. The solution is stirred at room temperature for 7 hours, then the solid is collected, washed with 200 ml. of acetone and dried in vacuo at 60° C., giving 5.1 g. of the desired product, m.p. 211°-213° C. (dec.).